From a dataset of the Open Reaction Database (ORD), a public repository of structured organic reaction records. describe an organic reaction: reactants, conditions, products, and yield Starting materials: O (water), COC(C(=CCCC(C)=O)C)C (7-methoxy-6-methyl-oct-5-en-2-one), 1.5, C(=C)[Mg]Cl (vinyl-magnesium chloride). Solvent: O1CCCC1 (tetrahydrofuran). Yields the product COCC(=CCCC(C=C)(O)C)C (8-methoxy-3,7-dimethyl-octa-1,6-dien-3-ol). The yield is 85.0%. As a reaction SMILES: [CH3:1][O:2][CH:3](C)[C:4]([CH3:11])=[CH:5][CH2:6][CH2:7][C:8](=[O:10])[CH3:9].[CH:13]([Mg]Cl)=[CH2:14].O>O1CCCC1>[CH3:1][O:2][CH2:3][C:4]([CH3:11])=[CH:5][CH2:6][CH2:7][C:8]([CH3:9])([OH:10])[CH:13]=[CH2:14]. Reported procedure: 141 g (0.9 mole) of 7-methoxy-6-methyl-oct-5-en-2-one are added to 1 mole of a 1.5 normal solution of vinyl-magnesium chloride in tetrahydrofuran, at below 20° C, in the course of one hour. After a further 2 hours' reaction, hydrolysis is carried out with 100 ml of water, whilst cooling with ice. After a homogeneous salt suspension has formed, the salt and the tetrahydrofuran solution are separated by filtering or centrifuging. The tetrahydrofuran is distilled off under reduced pressure and the ... Reactants: 3, CC(C)N1S(NC2=C(C1)C=C(C=C2)SC)(=O)=O (3,4-dihydro-3-(1-methylethyl)-6-methylthio-1H-2,1,3-benzothiadiazine-2,2-dioxide), [H-].[Na+] (sodium hydride), [H][H] (hydrogen), BrCCCl (1-Bromo-2-chloroethane). Solvent: CN(C)C=O (DMF), CCCCCC (hexane). Reaction conditions: time 8 hour. Yields the product ClCCN1S(N(CC2=C1C=CC(=C2)SC)C(C)C)(=O)=O (1-(2-Chloroethyl)-3,4-dihydro-3-(1-methylethyl)-6-methylthio-1H-2,1,3-benzothiadiazine-2,2-dioxide). Reaction SMILES: [H-].[Na+].[CH3:3][CH:4]([N:6]1[CH2:11][C:10]2[CH:12]=[C:13]([S:16][CH3:17])[CH:14]=[CH:15][C:9]=2[NH:8][S:7]1(=[O:19])=[O:18])[CH3:5].[H][H].Br[CH2:23][CH2:24][Cl:25]>CN(C=O)C.CCCCCC>[Cl:25][CH2:24][CH2:23][N:8]1[C:9]2[CH:15]=[CH:14][C:13]([S:16][CH3:17])=[CH:12][C:10]=2[CH2:11][N:6]([CH:4]([CH3:3])[CH3:5])[S:7]1(=[O:19])=[O:18] |f:0.1|. Procedure details: To a 250 ml 3 necked flask equipped thermometer, pressure equalised dropping funnel, nitrogen bubbler and magnetic stirrer bar was added 60% sodium hydride (1.77 g, 1.062 g, 0.04425 mol,) hexane washed, to dry DMF (75 ml). To this stirred suspension was added dropwise a solution of 3,4-dihydro-3-(1-methylethyl)-6-methylthio-1H-2,1,3-benzothiadiazine-2,2-dioxide (10.0 g, 0.0368 mol) in dry DMF (75 ml) (slight exotherm). The suspension was stirred under nitrogen for 2 hr until hydrogen evolution c...